From a dataset of the Open Reaction Database (ORD), a public repository of structured organic reaction records. describe an organic reaction: reactants, conditions, products, and yield The solvent is C(C)(=O)O (acetic acid). Conditions: time 10 minute. Reaction SMILES: [OH:1][C:2]1[C:15]2[C:14](=[O:16])[C:13]3[C:8](=[CH:9][CH:10]=[CH:11][CH:12]=3)[C:7](=[O:17])[C:6]=2[C:5]([OH:18])=[CH:4][CH:3]=1.C([O-])(=O)C.C([O-])(=O)C.C([O-])(=O)C.C([O-])(=O)C.[Pb+4]>C(O)(=O)C>[C:2]1(=[O:1])[C:15]2[C:14](=[O:16])[C:13]3[C:8](=[CH:9][CH:10]=[CH:11][CH:12]=3)[C:7](=[O:17])[C:6]=2[C:5](=[O:18])[CH:4]=[CH:3]1 |f:1.2.3.4.5|. The reactants are OC1=CC=C(C=2C(C3=CC=CC=C3C(C12)=O)=O)O (1,4-dihydroxyanthraquinone), C(C)(=O)[O-].C(C)(=O)[O-].C(C)(=O)[O-].C(C)(=O)[O-].[Pb+4] (lead tetraacetate). Reported procedure: A mixture of 1,4-dihydroxyanthraquinone (10.0 g), lead tetraacetate (20 g) and acetic acid (25 ml) was ground together in mortar and pestle for 10 minutes at 25°. The reaction mixture was filtered and the solid washed with acetic acid, water, and ether. The red solid was taken up in a large volume of aceton (700 ml), the solution filtered through Celite, dried over sodium sulfate and evaporated under reduced pressure to give 1,4,9,10 anthradiquinone (8.2 g, 81% yield) as a brown solid. m.p. 213°... Isolated yield 82.7%. Product: C1(C=CC(C=2C(C3=CC=CC=C3C(C12)=O)=O)=O)=O (1,4,9,10 anthradiquinone). The reactants are solution, C[O-].[Na+] (sodium methanolate), CO (methanol), ClC1=NC2=CC(=CC(=C2N=C1Cl)C)F (2,3-dichloro-7-fluoro-5-methylquinoxaline), CO (methanol). Conditions: temperature 0 celsius, time 18 hour. Product: FC1=CC(=C2N=C(C(=NC2=C1)OC)OC)C (7-Fluoro-5-methyl-2,3-dimethoxyquinoxaline). Reaction SMILES: Cl[C:2]1[C:11](Cl)=[N:10][C:9]2[C:4](=[CH:5][C:6]([F:14])=[CH:7][C:8]=2[CH3:13])[N:3]=1.[CH3:15][O-:16].[Na+].[CH3:18][OH:19]>>[F:14][C:6]1[CH:5]=[C:4]2[C:9]([N:10]=[C:11]([O:19][CH3:18])[C:2]([O:16][CH3:15])=[N:3]2)=[C:8]([CH3:13])[CH:7]=1 |f:1.2|. Reported procedure: 14 g (60.6 mmol) of 2,3-dichloro-7-fluoro-5-methylquinoxaline are introduced into 165 ml of methanol. An about 5.4M solution of sodium methanolate in methanol is added dropwise. The mixture is heated to reflux and stirred for 18 hours. The reaction mixture is cooled to 0° C., the suspension is filtered off on a suction filter and washed with cold methanol, and the filter material is dried in vacuo at 60° C. The crude product is recrystallized from hexane. The title compound is obtained as white ... Yields the product NC1=NC=2C=CC=CC2C2=C1N=C(N2CC(C)(C)O)CCC(C)=O (4-[4-amino-1-(2-hydroxy-2-methylpropyl)-1H-imidazo[4,5-c]quinolin-2-yl]butan-2-one). Run at time 2 hour. Procedure: Concentrated hydrochloric acid (0.98 mL) was added dropwise to a stirred suspension of 1-{4-amino-2-[2-(2-methyl-1,3-dioxolan-2-yl)ethyl]-1H-imidazo[4,5-c]quinolin-1-yl}-2-methylpropan-2-ol (1.45 g, 3.91 mmol) in water (26 mL), and the resulting solution was stirred at room temperature for two hours and then adjusted to pH 11 with the addition of aqueous sodium hydroxide (20% w/w). A precipitate formed, and the suspension was stirred for several minutes. The precipitate was isolated by filtratio... The yield is 94.0%. The reactants are Cl (hydrochloric acid), NC1=NC=2C=CC=CC2C2=C1N=C(N2CC(C)(O)C)CCC2(OCCO2)C (1-{4-amino-2-[2-(2-methyl-1,3-dioxolan-2-yl)ethyl]-1H-imidazo[4,5-c]quinolin-1-yl}-2-methylpropan-2-ol), [OH-].[Na+] (sodium hydroxide). The solvent is O (water). RXN SMILES: Cl.[NH2:2][C:3]1[C:12]2[N:13]=[C:14]([CH2:21][CH2:22][C:23]3([CH3:28])OCC[O:24]3)[N:15]([CH2:16][C:17]([CH3:20])([OH:19])[CH3:18])[C:11]=2[C:10]2[CH:9]=[CH:8][CH:7]=[CH:6][C:5]=2[N:4]=1.[OH-].[Na+]>O>[NH2:2][C:3]1[C:12]2[N:13]=[C:14]([CH2:21][CH2:22][C:23](=[O:24])[CH3:28])[N:15]([CH2:16][C:17]([OH:19])([CH3:18])[CH3:20])[C:11]=2[C:10]2[CH:9]=[CH:8][CH:7]=[CH:6][C:5]=2[N:4]=1 |f:2.3|. Starting materials: C1(CCC1)C=1N=C(SC1)/C=C/C=1C=C(C=CC1)N ((E)-3-[2-[4-(cyclobutyl)-2-thiazolyl]ethenyl]benzeneamine), COC1=CC=C2C(CC(=O)OC2=O)=C1 (5-methoxyhomophthalic anhydride), C1(=CC=CC=C1)C (toluene), O1CCCC1 (tetrahydrofuran). The product is COC=1C=CC(=C(C(=O)O)C1)CC(=O)NC1=CC(=CC=C1)\C=C\C=1SC=C(N1)C1CCC1 ((E)-5-methoxy-2-[2-[3-[2-[4-(cyclobutyl)-2-thiazolyl]ethenyl]phenylamino]-2-oxoethyl]benzoic acid). Reaction SMILES: [CH:1]1([C:5]2[N:6]=[C:7](/[CH:10]=[CH:11]/[C:12]3[CH:13]=[C:14]([NH2:18])[CH:15]=[CH:16][CH:17]=3)[S:8][CH:9]=2)[CH2:4][CH2:3][CH2:2]1.CO[C:21]1[CH:32]=[C:25]2[CH2:26][C:27]([O:29][C:30](=[O:31])[C:24]2=[CH:23][CH:22]=1)=[O:28].C1(C)C=CC=CC=1.[O:40]1CCC[CH2:41]1>>[CH3:41][O:40][C:22]1[CH:21]=[CH:32][C:25]([CH2:26][C:27]([NH:18][C:14]2[CH:15]=[CH:16][CH:17]=[C:12](/[CH:11]=[CH:10]/[C:7]3[S:8][CH:9]=[C:5]([CH:1]4[CH2:4][CH2:3][CH2:2]4)[N:6]=3)[CH:13]=2)=[O:28])=[C:24]([CH:23]=1)[C:30]([OH:29])=[O:31]. Reported procedure: A solution of 0.4 g of (E)-3-[2-[4-(cyclobutyl)-2-thiazolyl]ethenyl]benzeneamine, 0.4 g of 5-methoxyhomophthalic anhydride, 50 ml of toluene and 10 ml of tetrahydrofuran was heated to reflux for 0.5 hr. The solvents were removed by rotary evaporation and the residual materials were triturated with ethanol to yield (E)-5-methoxy-2-[2-[3-[2-[4-(cyclobutyl)-2-thiazolyl]ethenyl]phenylamino]-2-oxoethyl]benzoic acid, m.p. 190°-191° C.